The task is: describe an organic reaction: reactants, conditions, products, and yield. This data is from the Open Reaction Database (ORD), a public repository of structured organic reaction records. Reactants: COC=1C=C(C=CC1)SCC(CCCCC)=O (1-(3-methoxyphenylthio)-2-heptanone), S(O)(O)(=O)=O (sulfuric acid). Solvent: ice. Conditions: time 30 minute. The product is COC=1C=CC2=C(SC=C2CCCCC)C1 (6-methoxy-3-pentylbenzo[b]thiophene). Yield: 30.5%. As a reaction SMILES: [CH3:1][O:2][C:3]1[CH:4]=[C:5]([S:9][CH2:10][C:11](=O)[CH2:12][CH2:13][CH2:14][CH2:15][CH3:16])[CH:6]=[CH:7][CH:8]=1.S(=O)(=O)(O)O>>[CH3:1][O:2][C:3]1[CH:8]=[CH:7][C:6]2[C:11]([CH2:12][CH2:13][CH2:14][CH2:15][CH3:16])=[CH:10][S:9][C:5]=2[CH:4]=1. Procedure: To a stirred solution of 3-methoxythiophenolate (45 g) in water (100 mL) at 15° C. was added dropwise over 20 minutes 1-bromo-2-heptanone (54.4 g). The reaction was stirred for 1 hour at room temperature then was extracted with diethyl ether (2×250 mL) and the ether extracts were washed in turn with water (2×100 mL) and 1N hydrochloric acid (2×100 mL). The dried (MgSO4) organic layers were combined and evaporated to yield crude 1-(3-methoxyphenylthio)-2-heptanone (71 g). The crude 1-(3-methoxyph... Reactants: ClC1=NC=CC(=N1)C1=C(N=C(S1)C(C)C)C=1C=CC(=C(C1)NS(=O)(=O)C1=C(C=CC=C1F)F)F (N-{5-[5-(2-chloro-4-pyrimidinyl)-2-(1-methylethyl)-1,3-thiazol-4-yl]-2-fluorophenyl}-2,6-difluorobenzenesulfonamide), FC(CN)F (2,2-difluoroethylamine). The product is FC(CNC1=NC=CC(=N1)C1=C(N=C(S1)C(C)C)C=1C=CC(=C(C1)NS(=O)(=O)C1=C(C=CC=C1F)F)F)F (N-{5-[5-{2-[(2,2-Difluoroethyl)amino]-4-pyrimidinyl}-2-(1-methylethyl)-1,3-thiazol-4-yl]-2-fluorophenyl}-2,6-difluorobenzenesulfonamide). Reaction SMILES: Cl[C:2]1[N:7]=[C:6]([C:8]2[S:12][C:11]([CH:13]([CH3:15])[CH3:14])=[N:10][C:9]=2[C:16]2[CH:17]=[CH:18][C:19]([F:34])=[C:20]([NH:22][S:23]([C:26]3[C:31]([F:32])=[CH:30][CH:29]=[CH:28][C:27]=3[F:33])(=[O:25])=[O:24])[CH:21]=2)[CH:5]=[CH:4][N:3]=1.[F:35][CH:36]([F:39])[CH2:37][NH2:38]>>[F:35][CH:36]([F:39])[CH2:37][NH:38][C:2]1[N:7]=[C:6]([C:8]2[S:12][C:11]([CH:13]([CH3:14])[CH3:15])=[N:10][C:9]=2[C:16]2[CH:17]=[CH:18][C:19]([F:34])=[C:20]([NH:22][S:23]([C:26]3[C:31]([F:32])=[CH:30][CH:29]=[CH:28][C:27]=3[F:33])(=[O:25])=[O:24])[CH:21]=2)[CH:5]=[CH:4][N:3]=1. Reported procedure: Following a procedure analogous to the procedure described in Example 18, Step B using N-{5-[5-(2-chloro-4-pyrimidinyl)-2-(1-methylethyl)-1,3-thiazol-4-yl]-2-fluorophenyl}-2,6-difluorobenzenesulfonamide (100 mg, 0.190 mmol) and 2,2-difluoroethylamine (300 μL, 3.92 mmol) the title compound was obtained as a white powder (57 mg, 0.100 mmol, 52.5% yield). 1H NMR (400 MHz, DMSO-d6): δ 10.94 (s, 1H), 8.15 (d, J=5.1 Hz, 1H), 7.65-7.75 (m, 2H), 7.38-7.44 (m, 2H), 7.27 (q, J=7.5 Hz, 3H), 6.30 (bs, 1H), ... The reactants are CO, COc1ccc2ncc(=O)n(CCN3CC(O)C(CNC(=O)OCc4ccccc4)C3)c2n1. Yields the product COc1ccc2ncc(=O)n(CCN3CC(O)C(CN)C3)c2n1. As a reaction SMILES: [CH3:34][OH:35].[OH:1][CH:2]1[CH:3]([CH2:22][NH:23][C:24](=[O:25])[O:26][CH2:27][c:28]2[cH:29][cH:30][cH:31][cH:32][cH:33]2)[CH2:4][N:5]([CH2:7][CH2:8][n:9]2[c:10]3[c:11]([n:12][cH:13][c:14]2=[O:15])[cH:16][cH:17][c:18]([O:20][CH3:21])[n:19]3)[CH2:6]1>>[OH:1][CH:2]1[CH:3]([CH2:22][NH2:23])[CH2:4][N:5]([CH2:7][CH2:8][n:9]2[c:10]3[c:11]([n:12][cH:13][c:14]2=[O:15])[cH:16][cH:17][c:18]([O:20][CH3:21])[n:19]3)[CH2:6]1. The reactants are C1(=C(C=CC=C1)NCCCC(=O)OCC)C1=CC=CC=C1 (ethyl 4-(biphenyl-2-yl)aminobutyrate), C(C)N(C(C)C)C(C)C (ethyldiisopropylamine), C(C)(=O)Cl (acetyl chloride). Run in C1=CC=CC=C1 (benzene). The product is C1(=C(C=CC=C1)N(C(C)=O)CCCC(=O)OCC)C1=CC=CC=C1 (ethyl 4-[N-(biphenyl-2-yl)acetamido]butyrate). Isolated yield 76.8%. Reaction SMILES: [C:1]1([C:16]2[CH:21]=[CH:20][CH:19]=[CH:18][CH:17]=2)[CH:6]=[CH:5][CH:4]=[CH:3][C:2]=1[NH:7][CH2:8][CH2:9][CH2:10][C:11]([O:13][CH2:14][CH3:15])=[O:12].C(N(C(C)C)C(C)C)C.[C:31](Cl)(=[O:33])[CH3:32]>C1C=CC=CC=1>[C:1]1([C:16]2[CH:21]=[CH:20][CH:19]=[CH:18][CH:17]=2)[CH:6]=[CH:5][CH:4]=[CH:3][C:2]=1[N:7]([CH2:8][CH2:9][CH2:10][C:11]([O:13][CH2:14][CH3:15])=[O:12])[C:31](=[O:33])[CH3:32]. Procedure details: Analogously to Example 47, 16.0 g of ethyl 4-(biphenyl-2-yl)aminobutyrate and 7.3 g of ethyldiisopropylamine in 70 ml of benzene are reacted with 4.4 g of acetyl chloride to obtain, as reaction product, 14.0 g (76.2% of theory) of ethyl 4-[N-(biphenyl-2-yl)acetamido]butyrate as a viscous non-distillable oil. The saponification of this ester and recrystallization of the crude product obtained from isopropyl alcohol yields 10.1 g (79.0% of theory) of 4-[N-(biphenyl-2-yl)acetamido]butyric acid, MP ... Starting materials: CCCC(O)(C#Cc1cccc(Br)c1)CCC, C=CCNC(=O)C(F)(F)F. Product: CCCC(O)(C#Cc1cccc(C=CCNC(=O)C(F)(F)F)c1)CCC. As a reaction SMILES: [Br:1][c:2]1[cH:3][c:4]([C:8]#[C:9][C:10]([CH2:11][CH2:12][CH3:13])([CH2:14][CH2:15][CH3:16])[OH:17])[cH:5][cH:6][cH:7]1.[CH2:18]([CH:19]=[CH2:20])[NH:21][C:22]([C:23]([F:24])([F:25])[F:26])=[O:27]>>[c:2]1([CH:20]=[CH:19][CH2:18][NH:21][C:22]([C:23]([F:24])([F:25])[F:26])=[O:27])[cH:3][c:4]([C:8]#[C:9][C:10]([CH2:11][CH2:12][CH3:13])([CH2:14][CH2:15][CH3:16])[OH:17])[cH:5][cH:6][cH:7]1. The reactants are COC1=CC=C(C=C1)CC(=O)C=NN=P(C1=CC=CC=C1)(C1=CC=CC=C1)C1=CC=CC=C1 (1-(4-methoxyphenyl)-3-(triphenylphosphoranylidene-hydrazono)-acetone), N(=O)[O-].[Na+] (sodium nitrite), Cl (hydrochloric acid). The solvent is O1CCCC1 (tetrahydrofuran), O (water). Conditions: time 30 minute. Yields the product COC1=CC=C(CC(=O)C=O)C=C1 (4-methoxybenzylglyoxal), hydrate. As a reaction SMILES: [CH3:1][O:2][C:3]1[CH:8]=[CH:7][C:6]([CH2:9][C:10]([CH:12]=NN=P(C2C=CC=CC=2)(C2C=CC=CC=2)C2C=CC=CC=2)=[O:11])=[CH:5][CH:4]=1.N([O-])=[O:35].[Na+].Cl>O1CCCC1.O>[CH3:1][O:2][C:3]1[CH:4]=[CH:5][C:6]([CH2:9][C:10]([CH:12]=[O:35])=[O:11])=[CH:7][CH:8]=1 |f:1.2|. Procedure: A solution of 1.82 g of 1-(4-methoxyphenyl)-3-(triphenylphosphoranylidene-hydrazono)-acetone in 12 ml of tetrahydrofuran is mixed with 0.84 g of pulverized sodium nitrite and the mixture is diluted with 5 ml of water. The resulting suspension is cooled to 0°-5°, treated dropwise over the course of 7 minutes with 8.8 ml of 2N hydrochloric acid and then kept for a further 30 minutes at 0°-5°. The aqueous phase is twice washed with methylene chloride; the combined organic solutions are washed with ... Starting materials: Cl (HCl), CC(C)[Mg]Cl (2-Propylmagnesium chloride), BrC1=NC=C(C=C1)Br (2,5-dibromopyridine), CN(C=CC=O)C (3-Dimethylaminoacrolein). The solvent is C1CCOC1 (THF). Reaction conditions: temperature 0 celsius, time 1 hour. Product: BrC1=CC=C(C=N1)/C=C/C=O ((2E)-3-(6-Bromo-3-pyridinyl)-2-propenal). Yield: 25.9%. RXN SMILES: CC([Mg]Cl)C.[Br:6][C:7]1[CH:12]=[CH:11][C:10](Br)=[CH:9][N:8]=1.CN(C)[CH:16]=[CH:17][CH:18]=[O:19].Cl>C1COCC1>[Br:6][C:7]1[N:8]=[CH:9][C:10](/[CH:16]=[CH:17]/[CH:18]=[O:19])=[CH:11][CH:12]=1. Procedure: 2-Propylmagnesium chloride (2.0 M in THF, 5.00 mL 10.00 mmol) was added to a solution of 2,5-dibromopyridine (2.37 g, 10.00 mmol) in THF (5.0 mL) at RT. The resulting brown suspension was stirred for 1 h and then cooled to 0° C. 3-Dimethylaminoacrolein (95%, 1.30 mL, 12.36 mmol) was added and the mixture was warmed to RT and stirred for 2 h. 2 N HCl was added and after 5 min the mixture was cooled to 0° C. The precipitated solids were removed by filtration and partitioned between ethyl acetate (...